The task is: describe an organic reaction: reactants, conditions, products, and yield. This data is from the Open Reaction Database (ORD), a public repository of structured organic reaction records. Reactants: CCOC(C)=O, COC(=O)c1ccccc1C#CCO, [H][H]. Product: COC(=O)c1ccccc1CCCO. Reaction SMILES: [CH3:17][CH2:18][O:19][C:20]([CH3:21])=[O:22].[CH3:1][O:2][C:3]([c:4]1[c:5]([C:10]#[C:11][CH2:12][OH:13])[cH:6][cH:7][cH:8][cH:9]1)=[O:14].[H:15][H:16]>>[CH3:1][O:2][C:3]([c:4]1[c:5]([CH2:10][CH2:11][CH2:12][OH:13])[cH:6][cH:7][cH:8][cH:9]1)=[O:14]. Reactants: FC1=CC=C(C=C1)CCSC(C(=O)OC)CC1=CC=C(C=C1)CCOC1=CC=C(C=C1)OS(=O)(=O)C (Methyl 2-{[2-(4-fluorophenyl)ethyl]thio}-3-[4-(2-{4-[(methylsulfonyl)oxy]-phenoxy}ethyl)phenyl]propanoate), [OH-].[Li+] (Lithium hydroxide). Solvent: O (Water), C1CCOC1 (THF), O (water). The product is FC1=CC=C(C=C1)CCSC(C(=O)O)CC1=CC=C(C=C1)CCOC1=CC=C(C=C1)OS(=O)(=O)C (2-{[2-(4-Fluorophenyl)ethyl]thio}-3-[4-(2-{4-[(methylsulfonyl)oxy]-phenoxy}ethyl)phenyl]propanoic acid). The yield is 33.1%. As a reaction SMILES: [F:1][C:2]1[CH:7]=[CH:6][C:5]([CH2:8][CH2:9][S:10][CH:11]([CH2:16][C:17]2[CH:22]=[CH:21][C:20]([CH2:23][CH2:24][O:25][C:26]3[CH:31]=[CH:30][C:29]([O:32][S:33]([CH3:36])(=[O:35])=[O:34])=[CH:28][CH:27]=3)=[CH:19][CH:18]=2)[C:12]([O:14]C)=[O:13])=[CH:4][CH:3]=1.[OH-].[Li+]>C1COCC1.O>[F:1][C:2]1[CH:7]=[CH:6][C:5]([CH2:8][CH2:9][S:10][CH:11]([CH2:16][C:17]2[CH:22]=[CH:21][C:20]([CH2:23][CH2:24][O:25][C:26]3[CH:27]=[CH:28][C:29]([O:32][S:33]([CH3:36])(=[O:35])=[O:34])=[CH:30][CH:31]=3)=[CH:19][CH:18]=2)[C:12]([OH:14])=[O:13])=[CH:4][CH:3]=1 |f:1.2|. Procedure: Methyl 2-{[2-(4-fluorophenyl)ethyl]thio}-3-[4-(2-{4-[(methylsulfonyl)oxy]-phenoxy}ethyl)phenyl]propanoate (77 mg, 0.14 mmol) was dissolved in 2.5 ml of a 4:1 mixture of THF and water and cooled on an ice-bath. Lithium hydroxide (6.9 mg, 0.29 mmol) was added. Water was added after 2 days of stirring at room temperature. The THF was evaporated under reduced pressure. The aqueous phase was acidified with 1M HCl and extracted with EtOAc three times. The organic phases were pooled, washed (water, bri... Starting materials: CC1=CC=CC(=N1)N1C[C@@H]2CCN(C[C@H]12)C(=O)OC(C)(C)C ((1R,6S)-tert-butyl 8-(6-methylpyridin-2-yl)-3,8-diazabicyclo[4.2.0]octane-3-carboxylate), C(=O)(C(F)(F)F)O (TFA). Solvent: C(Cl)Cl (DCM). The product is CC1=CC=CC(=N1)N1C[C@@H]2CCNC[C@H]12 ((1R,6S)-8-(6-Methylpyridin-2-yl)-3,8-diazabicyclo[4.2.0]octane). RXN SMILES: [CH3:1][C:2]1[N:7]=[C:6]([N:8]2[C@@H:15]3[C@@H:10]([CH2:11][CH2:12][N:13](C(OC(C)(C)C)=O)[CH2:14]3)[CH2:9]2)[CH:5]=[CH:4][CH:3]=1.C(O)(C(F)(F)F)=O>C(Cl)Cl>[CH3:1][C:2]1[N:7]=[C:6]([N:8]2[C@@H:15]3[C@@H:10]([CH2:11][CH2:12][NH:13][CH2:14]3)[CH2:9]2)[CH:5]=[CH:4][CH:3]=1. Procedure: To a solution of (1R,6S)-tert-butyl 8-(6-methylpyridin-2-yl)-3,8-diazabicyclo[4.2.0]octane-3-carboxylate (80 mg, 0.26 mmol) in DCM (5 mL) was added TFA (2 mL). The resulting mixture was allowed to stir at ambient temperature. After 16 h the mixture was concentrated under reduced pressure. The resulting trifluoroacetic acid salt of the title compound (80 mg) was used without further purification. MS (ESI) mass calcd. for C12H17N3, 203.2; m/z found, 204.1 [M+H]+. Reactants: COc1nccc2nc(-c3ccccc3OCc3ccccc3)n(CCc3ccccc3)c(=O)c12, CO. Yields the product COc1nccc2nc(-c3ccccc3O)n(CCc3ccccc3)c(=O)c12. Reaction SMILES: [CH2:1]([c:2]1[cH:3][cH:4][cH:5][cH:6][cH:7]1)[O:8][c:9]1[c:10](-[c:15]2[n:16]([CH2:28][CH2:29][c:30]3[cH:31][cH:32][cH:33][cH:34][cH:35]3)[c:17](=[O:27])[c:18]3[c:19]([n:20]2)[cH:21][cH:22][n:23][c:24]3[O:25][CH3:26])[cH:11][cH:12][cH:13][cH:14]1.[CH3:36][OH:37]>>[OH:8][c:9]1[c:10](-[c:15]2[n:16]([CH2:28][CH2:29][c:30]3[cH:31][cH:32][cH:33][cH:34][cH:35]3)[c:17](=[O:27])[c:18]3[c:19]([n:20]2)[cH:21][cH:22][n:23][c:24]3[O:25][CH3:26])[cH:11][cH:12][cH:13][cH:14]1. Reactants: NC1=NC(=NC(=C1N=O)N)NCCC1=CC=C(C=C1)OC (4,6-diamino-2-[2-(4-methoxyphenyl)-ethyl]amino-5-nitrosopyrimidine), C(C)O (ethanol), S(=O)([O-])S(=O)[O-].[Na+].[Na+] (Sodium dithionite). The solvent is O (water). Product: COC1=CC=C(C=C1)CCNC1=NC(=C(C(=N1)N)N)N (2-[2-(4-methoxyphenyl)ethyl]amino-4,5,6-triaminopyrimidine). The yield is 64.8%. As a reaction SMILES: [NH2:1][C:2]1[C:7]([N:8]=O)=[C:6]([NH2:10])[N:5]=[C:4]([NH:11][CH2:12][CH2:13][C:14]2[CH:19]=[CH:18][C:17]([O:20][CH3:21])=[CH:16][CH:15]=2)[N:3]=1.C(O)C.S(S([O-])=O)([O-])=O.[Na+].[Na+]>O>[CH3:21][O:20][C:17]1[CH:18]=[CH:19][C:14]([CH2:13][CH2:12][NH:11][C:4]2[N:3]=[C:2]([NH2:1])[C:7]([NH2:8])=[C:6]([NH2:10])[N:5]=2)=[CH:15][CH:16]=1 |f:2.3.4|. Procedure details: A mixture of 4,6-diamino-2-[2-(4-methoxyphenyl)-ethyl]amino-5-nitrosopyrimidine (13.3 g), absolute ethanol (150 ml) and water (150 ml) was heated almost to reflux. Sodium dithionite was added slowly, portionwise until the red colour disappeared. The mixture was filtered hot. After cooling the solid was removed by filtration, triturated with isopropyl alcohol, and dried to give 2-[2-(4-methoxyphenyl)ethyl]amino-4,5,6-triaminopyrimidine as a solid (8.2 g) m.p. 134°-138° C.; NMR: DMSO-d6 ; 2.65-2.8... The reactants are C(C1=CC=CC=C1)(=O)CC(=O)OC (methyl benzoylacetate), C(=O)[O-].[NH4+] (ammonium formate). Run in CO (methanol). Conditions: time 30 minute. Product: NC(=CC(=O)OC)C1=CC=CC=C1 (methyl 3-amino-3-phenylacrylate). The yield is 81.6%. Reaction SMILES: [C:1]([CH2:9][C:10]([O:12][CH3:13])=[O:11])(=O)[C:2]1[CH:7]=[CH:6][CH:5]=[CH:4][CH:3]=1.C([O-])=O.[NH4+:17]>CO>[NH2:17][C:1]([C:2]1[CH:7]=[CH:6][CH:5]=[CH:4][CH:3]=1)=[CH:9][C:10]([O:12][CH3:13])=[O:11] |f:1.2|. Procedure: To a solution of 40.00 g (0.2245 mol) of methyl benzoylacetate in 400 ml of methanol, 70.30 g (1.115 mol) of ammonium formate was added and the mixture was refluxed for 18 hours. After completion of the reaction, the reaction mixture was cooled to room temperature, and the solvent was distilled away under reduced pressure. To the residue, 200 ml of ethyl acetate and 150 ml of water were added, and the mixture was stirred at room temperature for 30 minutes. Then, the organic layer was separated, ...